Dataset: the Open Reaction Database (ORD), a public repository of structured organic reaction records. Task: describe an organic reaction: reactants, conditions, products, and yield RXN SMILES: Cc1ccc2cccc(N)c2n1.O=C(O)c1cc(Cl)cc(Cl)n1.C1CCN(C1)C(=[N+]2CCCC2)ON3C4=CC=CC=C4N=N3.F[P-](F)(F)(F)(F)F.CN(C)C=O>>Cc1ccc2cccc(NC(=O)c3cc(Cl)cc(Cl)n3)c2n1. Yields the product Cc1ccc2cccc(NC(=O)c3cc(Cl)cc(Cl)n3)c2n1. Reactants: O=C(O)c1cc(Cl)cc(Cl)n1, Cc1ccc2cccc(N)c2n1. Isolated yield 23.8%. Reaction conditions: temperature 25 celsius, time 2 hour. Solvent: CN(C)C=O (DMF), CN(C)C=O (DMF), CN(C)C=O (DMF), CN(C)C=O (DMF), CN(C)C=O (DMF), CN(C)C=O (DMF). The reagents and catalysts are C1CCN(C1)C(=[N+]2CCCC2)ON3C4=CC=CC=C4N=N3.F[P-](F)(F)(F)(F)F (HBPYU).